This data is from the Open Reaction Database (ORD), a public repository of structured organic reaction records. The task is: describe an organic reaction: reactants, conditions, products, and yield Reactants: OCC=1CS[C@H]2N(C1C(=O)O)C(C2(NC(CC=2SC=CC2)=O)OC)=O (3-hydroxymethyl-7-methoxy-7-(2-thienylacetamido)-3-cephem-4-carboxylic acid), ClC(COC(=O)N=C=O)(Cl)Cl (2,2,2-trichloroethoxycarbonyl isocyanate), imidodicarboxylate. The product is C(N)(=O)OCC=1CS[C@H]2N(C1C(=O)O)C(C2(NC(CC=2SC=CC2)=O)OC)=O (3-carbamoyloxymethyl-7-methoxy-7-(2-thienylacetamido)-3-cephem-4-carboxylic acid). Reaction SMILES: [OH:1][CH2:2][C:3]1[CH2:4][S:5][C@@H:6]2[C:13]([O:23][CH3:24])([NH:14][C:15](=[O:22])[CH2:16][C:17]3[S:18][CH:19]=[CH:20][CH:21]=3)[C:12](=[O:25])[N:7]2[C:8]=1[C:9]([OH:11])=[O:10].ClC(Cl)(Cl)C[O:29][C:30]([N:32]=C=O)=O>>[C:30]([O:1][CH2:2][C:3]1[CH2:4][S:5][C@@H:6]2[C:13]([O:23][CH3:24])([NH:14][C:15](=[O:22])[CH2:16][C:17]3[S:18][CH:19]=[CH:20][CH:21]=3)[C:12](=[O:25])[N:7]2[C:8]=1[C:9]([OH:11])=[O:10])(=[O:29])[NH2:32]. Reported procedure: When 3-hydroxymethyl-7-methoxy-7-(2-thienylacetamido)-3-cephem-4-carboxylic acid is reacted with 2,2,2-trichloroethoxycarbonyl isocyanate and the resulting imidodicarboxylate is deblocked following the procedures described in Example 5, 3-carbamoyloxymethyl-7-methoxy-7-(2-thienylacetamido)-3-cephem-4-carboxylic acid is obtained. Starting materials: FC1=CC=C(NC=2SC=C(N2)C=O)C=C1 (2-(p-fluoroanilino)thiazole-4-carbaldehyde), N (ammonia), S1C(=S)N(C(=O)C1)CC(=O)O (rhodanine-3-acetic acid), [Cl-].[NH4+] (ammonium chloride). The solvent is C(C)O (ethanol). The product is FC1=CC=C(NC=2SC=C(N2)C=C2C(N(C(S2)=S)CC(=O)O)=O)C=C1 (5-[2-(p-Fluoroanilino)thiazol-4-ylmethylene]rhodanine-3-acetic acid). RXN SMILES: [F:1][C:2]1[CH:15]=[CH:14][C:5]([NH:6][C:7]2[S:8][CH:9]=[C:10]([CH:12]=O)[N:11]=2)=[CH:4][CH:3]=1.[S:16]1[CH2:22][C:20](=[O:21])[N:19]([CH2:23][C:24]([OH:26])=[O:25])[C:17]1=[S:18].[Cl-].[NH4+].N>C(O)C>[F:1][C:2]1[CH:15]=[CH:14][C:5]([NH:6][C:7]2[S:8][CH:9]=[C:10]([CH:12]=[C:22]3[S:16][C:17](=[S:18])[N:19]([CH2:23][C:24]([OH:26])=[O:25])[C:20]3=[O:21])[N:11]=2)=[CH:4][CH:3]=1 |f:2.3|. Reported procedure: The reaction described in Example 1 was repeated, but using 1 g of 2-(p-fluoroanilino)thiazole-4-carbaldehyde, 0.85 g of rhodanine-3-acetic acid, 0.5 g of ammonium chloride, 0.5 ml of 28% v/v aqueous ammonia, and 10 ml of ethanol, giving the title compound as an orange powder. Reactants: OC(=O)C(F)(F)F.ClC=1C=CC=C2C(N(C3(CCNCC3)C12)CC1=CC=C(C=C1)OC)=S (7-chloro-2-(4-methoxybenzyl)spiro[isoindoline-1,4′-piperidine]-3-thione TFA salt), C(=O)([O-])[O-].[K+].[K+] (K2CO3), C12C(C3CC(CC(C1)C3)C2)N=C=O (2-adamantylisocyanate), thiolactam-urea, NC(=O)N (urea). Solvent: CC#N (MeCN). Run at time 2 hour. Product: ClC=1C=CC=C2C(N(C3(CCN(CC3)C(=O)NC3C4CC5CC(CC3C5)C4)C12)CC1=CC=C(C=C1)OC)=S (7-chloro-N-(2-adamantyl)-2-(4-methoxybenzyl)-3-thioxospiro[isoindoline-1,4′-piperidine]-1′-carboxamide). The yield is 84.5%. RXN SMILES: OC(C(F)(F)F)=O.[Cl:8][C:9]1[CH:10]=[CH:11][CH:12]=[C:13]2[C:22]=1[C:16]1([CH2:21][CH2:20][NH:19][CH2:18][CH2:17]1)[N:15]([CH2:23][C:24]1[CH:29]=[CH:28][C:27]([O:30][CH3:31])=[CH:26][CH:25]=1)[C:14]2=[S:32].C([O-])([O-])=O.[K+].[K+].[CH:39]12[CH2:48][CH:43]3[CH2:44][CH:45]([CH2:47][CH:41]([CH2:42]3)[CH:40]1[N:49]=[C:50]=[O:51])[CH2:46]2.NC(N)=O>CC#N>[Cl:8][C:9]1[CH:10]=[CH:11][CH:12]=[C:13]2[C:22]=1[C:16]1([CH2:21][CH2:20][N:19]([C:50]([NH:49][CH:40]3[CH:39]4[CH2:48][CH:43]5[CH2:44][CH:45]([CH2:47][CH:41]3[CH2:42]5)[CH2:46]4)=[O:51])[CH2:18][CH2:17]1)[N:15]([CH2:23][C:24]1[CH:25]=[CH:26][C:27]([O:30][CH3:31])=[CH:28][CH:29]=1)[C:14]2=[S:32] |f:0.1,2.3.4|. Procedure details: To a solution of crude 7-chloro-2-(4-methoxybenzyl)spiro[isoindoline-1,4′-piperidine]-3-thione TFA salt (prepared from TFA deprotection of tert-butyl 7-chloro-2-(4-methoxybenzyl)-3-thioxospiro[isoindoline-1,4′-piperidine]-1′-carboxylate (52 mg, 0.11 mmol)) in 1:1 MeCN:10% aq K2CO3 (10 mL), was added 2-adamantylisocyanate (50 mg, 0.30 mmol, 2.6 equiv) and the mixture stirred was for 2 h. After this time LC-MS analysis showed formation of the desired urea. The mixture was concentrated to ˜50% of i... The reactants are ClC1=NC=C(C(=N1)Cl)F (2,4-dichloro-5-fluoropyrimidine), CCN(C(C)C)C(C)C (DIPEA), NC=1C=C(C(=O)NC)C=CC1 (3-amino-N-methylbenzamide). The solvent is C(C)(C)O (isopropanol). Conditions: temperature 80 celsius. The product is ClC1=NC=C(C(=N1)NC=1C=C(C(=O)NC)C=CC1)F (3-((2-chloro-5-fluoropyrimidin-4-yl)amino)-N-methylbenzamide). Isolated yield 47.7%. As a reaction SMILES: [Cl:1][C:2]1[N:7]=[C:6](Cl)[C:5]([F:9])=[CH:4][N:3]=1.CCN(C(C)C)C(C)C.[NH2:19][C:20]1[CH:21]=[C:22]([CH:27]=[CH:28][CH:29]=1)[C:23]([NH:25][CH3:26])=[O:24]>C(O)(C)C>[Cl:1][C:2]1[N:7]=[C:6]([NH:19][C:20]2[CH:21]=[C:22]([CH:27]=[CH:28][CH:29]=2)[C:23]([NH:25][CH3:26])=[O:24])[C:5]([F:9])=[CH:4][N:3]=1. Procedure details: To a solution of 2,4-dichloro-5-fluoropyrimidine (1 g, 5.98 mmol) in isopropanol (18 mL, 3 mL/mmol) was added DIPEA (1.6 mL, 8.9 mmol) and 3-amino-N-methylbenzamide (900 mg, 5.98 mmol) and the mixture was heated at 80° C. for 7 h. The reaction mixture was concentrated under reduced pressure and extracted with EtOAc (2×40 mL) and water (2×40 mL). The organic extracts were washed with brine, dried over sodium sulfate and concentrated under reduced pressure. Purification by column chromatography pr... Reactants: O=[N+]([O-])c1cccc(Br)c1Cl, CO, [Cl-], [NH4+]. Product: Nc1cccc(Br)c1Cl. As a reaction SMILES: [Br:1][c:2]1[c:3]([Cl:11])[c:4]([N+:8]([O-:9])=[O:10])[cH:5][cH:6][cH:7]1.[CH3:14][OH:15].[Cl-:12].[NH4+:13]>>[Br:1][c:2]1[c:3]([Cl:11])[c:4]([NH2:8])[cH:5][cH:6][cH:7]1. Reactants: N=1C=C(N2C1C=CC=C2)C(=O)O (imidazo[1,2-a]pyridine-3-carboxylic acid), C(C(=O)Cl)(=O)Cl (oxalyl chloride), CN(C=O)C (N,N-dimethylformamide), acid chloride, N1(CCC1)C1=NC(=NO1)C1=CC(=C(C=C1)C)[N+](=O)[O-] (5-(azetidin-1-yl)-3-(4-methyl-3-nitrophenyl)-1,2,4-oxadiazole). Solvent: ClCCl (dichloromethane), N1=CC=CC=C1 (pyridine). Run at time 30 minute. Yields the product N1(CCC1)C1=NC(=NO1)C=1C=CC(=C(C1)NC(=O)C1=CN=C2N1C=CC=C2)C (N-(5-(5-(azetidin-1-yl)-1,2,4-oxadiazol-3-yl)-2-methylphenyl)imidazo[1,2-a]pyridine-3-carboxamide). Reaction SMILES: [N:1]1[CH:2]=[C:3]([C:10]([OH:12])=O)[N:4]2[CH:9]=[CH:8][CH:7]=[CH:6][C:5]=12.C(Cl)(=O)C(Cl)=O.CN(C)C=O.[N:24]1([C:28]2[O:32][N:31]=[C:30]([C:33]3[CH:38]=[CH:37][C:36]([CH3:39])=[C:35]([N+:40]([O-])=O)[CH:34]=3)[N:29]=2)[CH2:27][CH2:26][CH2:25]1>ClCCl.N1C=CC=CC=1>[N:24]1([C:28]2[O:32][N:31]=[C:30]([C:33]3[CH:38]=[CH:37][C:36]([CH3:39])=[C:35]([NH:40][C:10]([C:3]4[N:4]5[CH:9]=[CH:8][CH:7]=[CH:6][C:5]5=[N:1][CH:2]=4)=[O:12])[CH:34]=3)[N:29]=2)[CH2:27][CH2:26][CH2:25]1. Procedure details: To a stirring suspension of imidazo[1,2-a]pyridine-3-carboxylic acid (1) (71 mg, 0.39 mmol) in anhydrous dichloromethane (2 mL) was added dropwise oxalyl chloride (173 uL, 1.98 mmol). Then, a drop of anhydrous N,N-dimethylformamide was added and the reaction mixture was stirred at room temperature for 30 minutes. The solvent was concentrated. A stirring mixture of the acid chloride and 5-(azetidin-1-yl)-3-(4-methyl-3-nitrophenyl)-1,2,4-oxadiazole (109) (85 mg, 0.29 mmol) in anhydrous pyridine (2... The reactants are S(=O)([O-])[O-].[Na+].[Na+] (sodium sulfite), CC1=C(N=C(O1)C1=CC=CC=C1)COC1=CC=C(COC2=NC=CC=C2CCO)C=C1 (2-[2-({4-[(5-Methyl-2-phenyl-4-oxazolyl)methoxy]benzyl}oxy)pyridin-3-yl]ethanol), [OH-].[Na+] (Sodium hydroxide), Cl[O-].[Na+] (sodium hypochlorite), P(=O)([O-])([O-])[O-] (phosphate), Cl(=O)[O-].[Na+] (sodium chlorite). Solvent: O (water), O (water), C(C)#N (acetonitrile), O (water). Reaction conditions: time 20 minute. Product: CC1=C(N=C(O1)C1=CC=CC=C1)COC1=CC=C(COC2=NC=CC=C2CC(=O)O)C=C1 (2-[2-[4-[(5-methyl-2-phenyl-4-oxazolyl)methoxy]benzyloxy]-3-pyridyl]acetic acid). Reaction SMILES: [CH3:1][C:2]1[O:6][C:5]([C:7]2[CH:12]=[CH:11][CH:10]=[CH:9][CH:8]=2)=[N:4][C:3]=1[CH2:13][O:14][C:15]1[CH:31]=[CH:30][C:18]([CH2:19][O:20][C:21]2[C:26]([CH2:27][CH2:28][OH:29])=[CH:25][CH:24]=[CH:23][N:22]=2)=[CH:17][CH:16]=1.P([O-])([O-])([O-])=[O:33].Cl[O-].[Na+].Cl([O-])=O.[Na+].[OH-].[Na+].S([O-])([O-])=O.[Na+].[Na+]>C(#N)C.O>[CH3:1][C:2]1[O:6][C:5]([C:7]2[CH:8]=[CH:9][CH:10]=[CH:11][CH:12]=2)=[N:4][C:3]=1[CH2:13][O:14][C:15]1[CH:31]=[CH:30][C:18]([CH2:19][O:20][C:21]2[C:26]([CH2:27][C:28]([OH:33])=[O:29])=[CH:25][CH:24]=[CH:23][N:22]=2)=[CH:17][CH:16]=1 |f:2.3,4.5,6.7,8.9.10|. Reported procedure: 2-[2-({4-[(5-Methyl-2-phenyl-4-oxazolyl)methoxy]benzyl}oxy)pyridin-3-yl]ethanol (10.0 g) was suspended in acetonitrile (100 ml) and the aforementioned phosphate buffer (70 ml) and 2,2,6,6-tetramethyl-1-piperidinyloxyradical (131.2 mg) was added at 25° C. To the obtained mixture were simultaneously added dropwise a solution of 5% sodium hypochlorite (355 mg) in water (5 ml) and a solution of sodium chlorite (5.43 g) in water (15 ml) at 25° C. and the mixture was stirred for 1 hr. 0.2N-Sodium hydr... Starting materials: CN1CCC(CC1)=CC1=C(C=C(C(=O)OCC)C=C1)C(F)(F)F (ethyl 4-(1-methylpiperidin-4-ylidenemethyl)-3-trifluoromethylbenzoate). Reagents/catalysts: [C].[Pd] (palladium-carbon). The solvent is CO (methanol). Run at time 24 hour. Yields the product CN1CCC(CC1)CC1=C(C=C(C(=O)OCC)C=C1)C(F)(F)F (ethyl 4-(1-methylpiperidin-4-ylmethyl)-3-trifluoromethylbenzoate). Yield: 97.5%. RXN SMILES: [CH3:1][N:2]1[CH2:7][CH2:6][C:5](=[CH:8][C:9]2[CH:19]=[CH:18][C:12]([C:13]([O:15][CH2:16][CH3:17])=[O:14])=[CH:11][C:10]=2[C:20]([F:23])([F:22])[F:21])[CH2:4][CH2:3]1>CO.[C].[Pd]>[CH3:1][N:2]1[CH2:3][CH2:4][CH:5]([CH2:8][C:9]2[CH:19]=[CH:18][C:12]([C:13]([O:15][CH2:16][CH3:17])=[O:14])=[CH:11][C:10]=2[C:20]([F:21])([F:23])[F:22])[CH2:6][CH2:7]1 |f:2.3|. Reported procedure: 1.57 g of ethyl 4-(1-methylpiperidin-4-ylidenemethyl)-3-trifluoromethylbenzoate (Reference Example 7 (step 2)) was dissolved in 32 ml of methanol and 78 mg of 10% palladium-carbon was added, and then the mixture was hydrogenated at room temperature under 1 atm for 24 hours. The catalyst was removed by filtration and the solvent in the filtrate was distilled off under reduced pressure. The mixture was again dissolved in 32 ml of methanol and 78 mg of 10% palladium-carbon was added thereto, and th...